The task is: describe an organic reaction: reactants, conditions, products, and yield. This data is from the Open Reaction Database (ORD), a public repository of structured organic reaction records. Starting materials: C12COCC(CC1)N2C2=CC(=NC(=N2)C2=CC=C(C=C2)[N+](=O)[O-])NC2CCOCC2 (6-(3-oxa-8-azabicyclo[3.2.1]octan-8-yl)-2-(4-nitrophenyl)-N-(tetrahydro-2H-pyran-4-yl)pyrimidin-4-amine). The reagents and catalysts are [Pd] (palladium on charcoal). The solvent is ClCCl (dichloromethane), ClCCl (dichloromethane), CC(C)O (2-propanol). Reaction conditions: time 16 hour. The product is NC1=CC=C(C=C1)C1=NC(=CC(=N1)NC1CCOCC1)N1C2COCC1CC2 (2-(4-aminophenyl)-6-(3-oxa-8-azabicyclo[3.2.1]octan-8-yl)-N-(tetrahydro-2H-pyran-4-yl)pyrimidin-4-amine). Yield: 90.5%. As a reaction SMILES: [CH:1]12[N:8]([C:9]3[N:14]=[C:13]([C:15]4[CH:20]=[CH:19][C:18]([N+:21]([O-])=O)=[CH:17][CH:16]=4)[N:12]=[C:11]([NH:24][CH:25]4[CH2:30][CH2:29][O:28][CH2:27][CH2:26]4)[CH:10]=3)[CH:5]([CH2:6][CH2:7]1)[CH2:4][O:3][CH2:2]2>ClCCl.CC(O)C.[Pd]>[NH2:21][C:18]1[CH:17]=[CH:16][C:15]([C:13]2[N:12]=[C:11]([NH:24][CH:25]3[CH2:30][CH2:29][O:28][CH2:27][CH2:26]3)[CH:10]=[C:9]([N:8]3[CH:1]4[CH2:7][CH2:6][CH:5]3[CH2:4][O:3][CH2:2]4)[N:14]=2)=[CH:20][CH:19]=1. Reported procedure: In a 250 mL round bottom flask was placed 6-(3-oxa-8-azabicyclo[3.2.1]octan-8-yl)-2-(4-nitrophenyl)-N-(tetrahydro-2H-pyran-4-yl)pyrimidin-4-amine (82 mg, 0.199 mmol) in dichloromethane (7 mL) and 2-propanol (7 mL). A catalytic amount of palladium on charcoal (wet) was added and the mixture was stirred under a hydrogen atmosphere for 16 hours. The mixture was diluted with dichloromethane, filtered over Celite™ and concentrated to give 69 mg (0.18 mmol, 91%) of a tan solid. HRMS: 382.2236 [M+H]+. ... Starting materials: C(C(CO)(CO)N)O (trisamine), C(C)N(C(CC1=CC=C(C=C1)O)=O)CC1=C(C=CC=C1)F (N-Ethyl-N-(2-fluorobenzyl)-2-(4-hydroxyphenyl)acetamide), BrCC1=C(C(=O)OC)C=CC=C1 (methyl 2-(bromomethyl)benzoate), C([O-])([O-])=O.[K+].[K+] (potassium carbonate). Solvent: C(C)#N (acetonitrile). Reaction conditions: temperature 65 celsius, time 3 hour. The product is C(C)N(C(CC1=CC=C(OCC2=C(C(=O)OC)C=CC=C2)C=C1)=O)CC1=C(C=CC=C1)F (methyl 2-[(4-{2-[ethyl(2-fluorobenzyl)amino]-2-oxoethyl}phenoxy)methyl]benzoate). The yield is 94.3%. Reaction SMILES: [CH2:1]([N:3]([CH2:14][C:15]1[CH:20]=[CH:19][CH:18]=[CH:17][C:16]=1[F:21])[C:4](=[O:13])[CH2:5][C:6]1[CH:11]=[CH:10][C:9]([OH:12])=[CH:8][CH:7]=1)[CH3:2].Br[CH2:23][C:24]1[CH:33]=[CH:32][CH:31]=[CH:30][C:25]=1[C:26]([O:28][CH3:29])=[O:27].C(=O)([O-])[O-].[K+].[K+].C(O)C(N)(CO)CO>C(#N)C>[CH2:1]([N:3]([CH2:14][C:15]1[CH:20]=[CH:19][CH:18]=[CH:17][C:16]=1[F:21])[C:4](=[O:13])[CH2:5][C:6]1[CH:7]=[CH:8][C:9]([O:12][CH2:23][C:24]2[CH:33]=[CH:32][CH:31]=[CH:30][C:25]=2[C:26]([O:28][CH3:29])=[O:27])=[CH:10][CH:11]=1)[CH3:2] |f:2.3.4|. Procedure details: N-Ethyl-N-(2-fluorobenzyl)-2-(4-hydroxyphenyl)acetamide (0.381 g, 1.327 mmol) and methyl 2-(bromomethyl)benzoate (0.334 g, 1.460 mmol) were dissolved in acetonitrile (10 ml) and potassium carbonate (0.367 g, 2.654 mmol) was added. The mixture was stirred at 65° C. for three hours. When N-ethyl-N-(2-fluorobenzyl)-2-(4-hydroxyphenyl)acetamide was consumed, PS-trisamine (0.3 eqv) was added and the solution was stirred overnight at room temperature. The polymer was filtered off and acetonitrile was ... Reactants: ClC=1C(N(C2=CC=CC=C2N1)C1=CC=C(C=C1)Cl)=O (3-chloro-1-(4-chlorophenyl)-1,2-dihydroquinoxalin-2-one), C[O-].[Na+] (sodium methoxide), O (Water). Run in CO (methanol). Yields the product ClC1=CC=C(C=C1)N1C(C(=NC2=CC=CC=C12)OC)=O (1-(4-Chlorophenyl)-1,2-dihydro-3-methoxyquinoxalin-2-one). Isolated yield 67.3%. Reaction SMILES: Cl[C:2]1[C:3](=[O:19])[N:4]([C:12]2[CH:17]=[CH:16][C:15]([Cl:18])=[CH:14][CH:13]=2)[C:5]2[C:10]([N:11]=1)=[CH:9][CH:8]=[CH:7][CH:6]=2.[CH3:20][O-:21].[Na+].O>CO>[Cl:18][C:15]1[CH:16]=[CH:17][C:12]([N:4]2[C:5]3[C:10](=[CH:9][CH:8]=[CH:7][CH:6]=3)[N:11]=[C:2]([O:21][CH3:20])[C:3]2=[O:19])=[CH:13][CH:14]=1 |f:1.2|. Procedure details: A solution of 3-chloro-1-(4-chlorophenyl)-1,2-dihydroquinoxalin-2-one (7.7 g) and sodium methoxide (2.0 g) in methanol (70 ml) was refluxed for 4 hours. Water was added and the product was extracted into chloroform. Evaporation of the solvent followed by crystallization from ethanol gave the title compound (5.1 g) mp 245°-247° C. The reactants are C=CCOC(=O)N1CC(SC(C)=O)CC1C(=O)O, CNCc1ncc2sccn12. Product: C=CCOC(=O)N1CC(SC(C)=O)CC1C(=O)N(C)Cc1ncc2sccn12. Reaction SMILES: [C:1]([CH3:2])(=[O:3])[S:4][CH:5]1[CH2:6][N:7]([C:13](=[O:14])[O:15][CH2:16][CH:17]=[CH2:18])[CH:8]([C:10](=[O:11])[OH:12])[CH2:9]1.[CH3:19][NH:20][CH2:21][c:22]1[n:23][cH:24][c:25]2[s:26][cH:27][cH:28][n:29]12>>[C:1]([CH3:2])(=[O:3])[S:4][CH:5]1[CH2:6][N:7]([C:13](=[O:14])[O:15][CH2:16][CH:17]=[CH2:18])[CH:8]([C:10](=[O:12])[N:20]([CH3:19])[CH2:21][c:22]2[n:23][cH:24][c:25]3[s:26][cH:27][cH:28][n:29]23)[CH2:9]1.